This data is from the Open Reaction Database (ORD), a public repository of structured organic reaction records. The task is: describe an organic reaction: reactants, conditions, products, and yield The reactants are N1=CC=CC(=C1)[C@H]1N(C)CCC1 ((S)-nicotine), BrCCC#CCCCC (1-bromo-oct-3-yne). Run in CC(=O)O (AcOH). Yields the product [Br-].CN1[C@@H](CCC1)C=1C=[N+](C=CC1)CCC#CCCCC ((S)-3-(1-methyl-pyrrolidin-2-yl)-1-oct-3-ynyl-pyridinium bromide). Isolated yield 56.9%. Reaction SMILES: [N:1]1[CH:6]=[C:5]([C@@H:7]2[CH2:12][CH2:11][CH2:10][N:8]2[CH3:9])[CH:4]=[CH:3][CH:2]=1.[Br:13][CH2:14][CH2:15][C:16]#[C:17][CH2:18][CH2:19][CH2:20][CH3:21]>CC(O)=O>[Br-:13].[CH3:9][N:8]1[CH2:10][CH2:11][CH2:12][C@H:7]1[C:5]1[CH:6]=[N+:1]([CH2:14][CH2:15][C:16]#[C:17][CH2:18][CH2:19][CH2:20][CH3:21])[CH:2]=[CH:3][CH:4]=1 |f:3.4|. Reported procedure: To a stirred solution of (S)-nicotine (0.41 g, 2.5 mmol) in AcOH (10 ml) was added 1-bromo-oct-3-yne (1.16 g, 6.14 mmol). The mixture was heated at reflux for 3 days. AcOH was evaporated and the residue was dissolved in CHCl3. The mixture was washed with saturated aqueous NaHCO3, water and brine successively and dried. Evaporation of the solvent followed by titration with ether afforded 0.50 g (56%) of (S)-3-(1-methyl-pyrrolidin-2-yl)-1-oct-3-ynyl-pyridinium bromide (NONB-3y) as a brown oil. 1H ... Reactants: Cl.Cl.NCCCC=1N=C(NC1)N (4-(3-amino-propyl)-1H-imidazol-2-ylamine dihydrochloride), ClC(C(=O)C=1NC=CC1)(Cl)Cl (2-trichloroacetyl pyrrole), C([O-])([O-])=O.[Na+].[Na+] (sodium carbonate). Solvent: CN(C=O)C (N,N-dimethylformamide). Conditions: time 16 hour. Product: Cl.NC=1NC=C(N1)CCCNC(=O)C=1NC=CC1 (1H-pyrrole-2-carboxylic acid [3-(2-amino-1H-imidazol-4-yl)-propyl]-amide hydrochloride). RXN SMILES: Cl.Cl.[NH2:3][CH2:4][CH2:5][CH2:6][C:7]1[N:8]=[C:9]([NH2:12])[NH:10][CH:11]=1.[Cl:13]C(Cl)(Cl)[C:15]([C:17]1[NH:18][CH:19]=[CH:20][CH:21]=1)=[O:16].C(=O)([O-])[O-].[Na+].[Na+]>CN(C)C=O>[ClH:13].[NH2:12][C:9]1[NH:10][CH:11]=[C:7]([CH2:6][CH2:5][CH2:4][NH:3][C:15]([C:17]2[NH:18][CH:19]=[CH:20][CH:21]=2)=[O:16])[N:8]=1 |f:0.1.2,4.5.6,8.9|. Reported procedure: 4-(3-amino-propyl)-1H-imidazol-2-ylamine dihydrochloride 16 (0.100 g, 0.458 mmol), 2-trichloroacetyl pyrrole 6 (0.103 g, 0.488 mmol), and anhydrous sodium carbonate (0.172 g, 1.63 mmol), were dissolved in anhydrous N,N-dimethylformamide (5 mL). The reaction was stirred at ambient temperature for 16 h. Evaporation of the reaction under reduced pressure and purification of the residue by column chromatography (CH2Cl2/MeOH sat. NH3 85:15) afforded the desired compound in its free base form. Additio...